Dataset: the Open Reaction Database (ORD), a public repository of structured organic reaction records. Task: describe an organic reaction: reactants, conditions, products, and yield As a reaction SMILES: [OH-].[K+].[C:3](=S)=S.CO[C:8]1[CH:9]=[C:10](C2CO2)[CH:11]=[C:12](OC)[C:13]=1[O:14][CH2:15][O:16]C>CO>[CH3:10][CH2:9][CH2:8][CH2:13][CH2:12][CH3:11].[C:15]([O:14][CH2:13][CH3:8])(=[O:16])[CH3:3] |f:0.1,5.6|. Reactants: C(=S)=S (carbon disulfide), [OH-].[K+] (potassium hydroxide), COC=1C=C(C=C(C1OCOC)OC)C1OC1 (3,5-dimethoxy-4-methoxymethoxyphenyloxirane). The yield is 415.0%. Product: CCCCCC.C(C)(=O)OCC (hexane ethyl acetate). Solvent: CO (methanol). Procedure details: Powdered potassium hydroxide (1.75 g, 31.25 mmole) is dissolved in 3.0 ml methanol and carbon disulfide (2.85 g, 37.5 mmole) was added at 0° C. The reaction mixture is shaken vigorously and 3,5-dimethoxy-4-methoxymethoxyphenyloxirane (29) (3.0 g, 12.5 mmole) is added. The reaction is allowed to warm to room temperature at which point the reaction starts to reflux. The reaction is stirred at room temperature for 24 hours, and is quenched with ethyl acetate and 10% NaOH. The organic layer is washe... The reactants are crude mixture, II (iodine), II (iodine), C1(CCCCC1)P(C1=C(C=CC=C1)C1=C(C=CC=C1OC)OC)C1CCCCC1 (2-DICYCLOHEXYLPHOSPHINO-2′,6′-DIMETHOXYBIPHENYL), C(C)(C)(C)OC(=O)N[C@H](C(=O)OC)CI ((R)-methyl 2-((tert-butoxycarbonyl)amino)-3-iodopropanoate), ClC1=CC(=CC(=C1)I)Cl (1,3-dichloro-5-iodobenzene). Reagents/catalysts: [Zn] (Zinc), C=1C=CC(=CC1)/C=C/C(=O)/C=C/C2=CC=CC=C2.C=1C=CC(=CC1)/C=C/C(=O)/C=C/C2=CC=CC=C2.C=1C=CC(=CC1)/C=C/C(=O)/C=C/C2=CC=CC=C2.[Pd].[Pd] (Pd2(dba)3). The solvent is CCOC(=O)C (EtOAc), CN(C)C=O (DMF). Conditions: time 16 hour. Yields the product C1=CC=CC=2C3=CC=CC=C3C(C12)COC(=O)N[C@H](C(=O)O)CC1=CC(=CC(=C1)Cl)Cl ((S)-2-((((9H-fluoren-9-yl)methoxy)carbonyl)amino)-3-(3,5-dichlorophenyl)propanoic acid), C(C)(C)(C)OC(=O)N[C@H](C(=O)OC)CC1=CC(=CC(=C1)Cl)Cl ((S)-methyl 2-((tert-butoxycarbonyl)amino)-3-(3,5-dichlorophenyl)propanoate). RXN SMILES: II.[C:3]([O:7][C:8]([NH:10][C@@H:11]([CH2:16]I)[C:12]([O:14][CH3:15])=[O:13])=[O:9])([CH3:6])([CH3:5])[CH3:4].C1(P(C2CCCCC2)[C:25]2[CH:30]=[CH:29][CH:28]=[CH:27][C:26]=2[C:31]2[C:36](OC)=[CH:35][CH:34]=[CH:33][C:32]=2OC)CCCCC1.[Cl:47][C:48]1[CH:53]=[C:52](I)[CH:51]=[C:50]([Cl:55])[CH:49]=1>CCOC(C)=O.[Zn].C1C=CC(/C=C/C(/C=C/C2C=CC=CC=2)=O)=CC=1.C1C=CC(/C=C/C(/C=C/C2C=CC=CC=2)=O)=CC=1.C1C=CC(/C=C/C(/C=C/C2C=CC=CC=2)=O)=CC=1.[Pd].[Pd].CN(C=O)C>[CH:33]1[C:32]2[CH:6]([CH2:3][O:7][C:8]([NH:10][C@@H:11]([CH2:16][C:52]3[CH:53]=[C:48]([Cl:47])[CH:49]=[C:50]([Cl:55])[CH:51]=3)[C:12]([OH:14])=[O:13])=[O:9])[C:25]3[C:26](=[CH:27][CH:28]=[CH:29][CH:30]=3)[C:31]=2[CH:36]=[CH:35][CH:34]=1.[C:3]([O:7][C:8]([NH:10][C@@H:11]([CH2:16][C:52]1[CH:53]=[C:48]([Cl:47])[CH:49]=[C:50]([Cl:55])[CH:51]=1)[C:12]([O:14][CH3:15])=[O:13])=[O:9])([CH3:6])([CH3:5])[CH3:4] |f:6.7.8.9.10|. Procedure details: To an oven dried 8 mL vial with teflon cap purged with N2 was added Zinc dust (298 mg, 4.56 mmol), DMF (1.5 mL), and iodine (57.8 mg, 0.228 mmol). To this mixture was added (R)-methyl 2-((tert-butoxycarbonyl)amino)-3-iodopropanoate (500 mg, 1.519 mmol), immediately followed by iodine (57.8 mg, 0.228 mmol). Pd2(dba)3 (69.6 mg, 0.076 mmol), 2-DICYCLOHEXYLPHOSPHINO-2′,6′-DIMETHOXYBIPHENYL (62.4 mg, 0.152 mmol), 1,3-dichloro-5-iodobenzene (622 mg, 2.279 mmol) and the reaction mixture was allowed to ... The reactants are ClC1=NC(=C(C=C1C(=O)C(C(=O)OCC)=CNC1CC1)F)Cl (ethyl 2-(2,6-dichloro-5-fluoro-pyridine-3-carbonyl)-3-cyclopropylamino-acrylate), C([O-])([O-])=O.[K+].[K+] (potassium carbonate). Run in CN(C=O)C (dimethylformamide). Product: ClC1=C(C=C2C(C(=CN(C2=N1)C1CC1)C(=O)OCC)=O)F (ethyl 7-chloro-1-cyclopropyl-6-fluoro-1,4-dihydro-4-oxo-1,8-naphthyridine-3-carboxylate). Yield: 93.9%. Reaction SMILES: Cl[C:2]1[C:7]([C:8]([C:10](=[CH:16][NH:17][CH:18]2[CH2:20][CH2:19]2)[C:11]([O:13][CH2:14][CH3:15])=[O:12])=[O:9])=[CH:6][C:5]([F:21])=[C:4]([Cl:22])[N:3]=1.C(=O)([O-])[O-].[K+].[K+]>CN(C)C=O>[Cl:22][C:4]1[N:3]=[C:2]2[C:7]([C:8](=[O:9])[C:10]([C:11]([O:13][CH2:14][CH3:15])=[O:12])=[CH:16][N:17]2[CH:18]2[CH2:20][CH2:19]2)=[CH:6][C:5]=1[F:21] |f:1.2.3|. Procedure details: 12.5 g (36 mmol) of ethyl 2-(2,6-dichloro-5-fluoro-pyridine-3-carbonyl)-3-cyclopropylamino-acrylate are heated at 100° C. in 75 ml of dimethylformamide with 6.5 g of potassium carbonate for 1 hour. The reaction mixture is poured onto ice-water and the product which has precipitated is filtered off with suction, washed with water and methanol and dried. 10.5 g (94% of theory) of ethyl 7-chloro-1-cyclopropyl-6-fluoro-1,4-dihydro-4-oxo-1,8-naphthyridine-3-carboxylate of melting point 176°-180° C. a... Starting materials: NN1C(C2=CC=CC=C2C(=N1)C1=CC=C(C=C1)Cl)=O (2-amino-4-(4-chlorophenyl)phthalazin-1(2H)-one), COC=1C=C(C=CC1)CC(=O)O (2-(3-methoxyphenyl)acetic acid). Yields the product ClC1=CC=C(C=C1)C1=NN(C(C2=CC=CC=C12)=O)NC(CC1=CC(=CC=C1)OC)=O (N-[4-(4-chlorophenyl)-1-oxophthalazin-2(1H)-yl]-2-(3-methoxyphenyl)acetamide). As a reaction SMILES: [NH2:1][N:2]1[N:11]=[C:10]([C:12]2[CH:17]=[CH:16][C:15]([Cl:18])=[CH:14][CH:13]=2)[C:9]2[C:4](=[CH:5][CH:6]=[CH:7][CH:8]=2)[C:3]1=[O:19].[CH3:20][O:21][C:22]1[CH:23]=[C:24]([CH2:28][C:29](O)=[O:30])[CH:25]=[CH:26][CH:27]=1>>[Cl:18][C:15]1[CH:16]=[CH:17][C:12]([C:10]2[C:9]3[C:4](=[CH:5][CH:6]=[CH:7][CH:8]=3)[C:3](=[O:19])[N:2]([NH:1][C:29](=[O:30])[CH2:28][C:24]3[CH:25]=[CH:26][CH:27]=[C:22]([O:21][CH3:20])[CH:23]=3)[N:11]=2)=[CH:13][CH:14]=1. Reported procedure: The product of Example 86A and 2-(3-methoxyphenyl)acetic acid were treated using a method similar to that described in Example 57 to give the title compound. 1H NMR (500 MHz, DMSO-d6/Deuterium Oxide) δ ppm 8.41-8.43 (m, 1H), 7.96-8.01 (m, 2H), 7.72-7.74 (m, 1H), 7.60-7.67 (m, 4H), 7.27 (t, J=7.9 Hz, 1H), 6.98 (d, J=2.4 Hz, 1H), 6.96 (d, J=7.6 Hz, 1H), 6.85 (dd, J=8.2, 2.6 Hz, 1H), 3.76 (s, 3H), 3.67-3.67 (bs, 2H; MS (ESI−) M/Z 418 (M−H)−. Reactants: C(C1=CC=CC=C1)ONC(C[C@@H](CCCC1CCCCC1)C=1OC=C(N1)C=O)=O ((3R)-N-(benzyloxy)-6-cyclohexyl-3-(4-formyl-1,3-oxazol-2-yl)hexanamide), C(C)(C)N (isopropylamine), C(Cl)Cl (DCM), NaHB(OAc)3, CC(=O)O (AcOH), C(Cl)Cl (DCM). Reaction conditions: time 15 minute. Product: C(C1=CC=CC=C1)ONC(C[C@@H](CCCC1CCCCC1)C=1OC=C(N1)CNC(C)C)=O ((3R)-N-(benzyloxy)-6-cyclohexyl-3-{4-[(isopropylamino)methyl]-1,3-oxazol-2-yl}hexanamide). Yield: 32.0%. As a reaction SMILES: [CH2:1]([O:8][NH:9][C:10](=[O:29])[CH2:11][C@H:12]([C:22]1OC=C(C=O)[N:26]=1)[CH2:13][CH2:14][CH2:15][CH:16]1[CH2:21][CH2:20][CH2:19][CH2:18][CH2:17]1)[C:2]1[CH:7]=[CH:6][CH:5]=[CH:4][CH:3]=1.[CH:30]([NH2:33])([CH3:32])[CH3:31].[CH3:34][C:35]([OH:37])=O.[CH2:38](Cl)Cl>>[CH2:1]([O:8][NH:9][C:10](=[O:29])[CH2:11][C@H:12]([C:22]1[O:37][CH:35]=[C:34]([CH2:38][NH:33][CH:30]([CH3:32])[CH3:31])[N:26]=1)[CH2:13][CH2:14][CH2:15][CH:16]1[CH2:17][CH2:18][CH2:19][CH2:20][CH2:21]1)[C:2]1[CH:3]=[CH:4][CH:5]=[CH:6][CH:7]=1. Reported procedure: A solution of (3R)-N-(benzyloxy)-6-cyclohexyl-3-(4-formyl-1,3-oxazol-2-yl)hexanamide (preparation 156) (200 mg, 0.50 mmol) in DCM (10 ml) was treated with isopropylamine (43 μl, 0.50 mmol) and stirred at room temperature for 15 minutes. NaHB(OAc)3 (170 mg, 0.80 mmol) and AcOH (29 μl, 0.50 mmol) were added and the reaction mixture stirred at room temperature for 1 hour. The reaction mixture was diluted with DCM and washed with sat. NaHCO3 solution followed by brine. The organic extract was dried ... The reactants are CSc1ccc(Br)cc1Cl, ClCCl, O, O=C(OO)c1cccc(Cl)c1. The product is CS(=O)(=O)c1ccc(Br)cc1Cl. As a reaction SMILES: [Br:1][c:2]1[cH:3][c:4]([Cl:10])[c:5]([S:8][CH3:9])[cH:6][cH:7]1.[Cl:23][CH2:24][Cl:25].[OH2:22].[OH:11][O:12][C:13]([c:14]1[cH:15][c:16]([Cl:17])[cH:18][cH:19][cH:20]1)=[O:21]>>[Br:1][c:2]1[cH:3][c:4]([Cl:10])[c:5]([S:8]([CH3:9])(=[O:11])=[O:22])[cH:6][cH:7]1. Reactants: CC(O)c1ccc(F)c(Br)c1, CC[SiH](CC)CC, O=C(O)C(F)(F)F. The product is CCc1ccc(F)c(Br)c1. As a reaction SMILES: [Br:1][c:2]1[cH:3][c:4]([CH:9]([CH3:10])[OH:11])[cH:5][cH:6][c:7]1[F:8].[CH2:12]([SiH:13]([CH2:14][CH3:15])[CH2:16][CH3:17])[CH3:18].[OH:19][C:20]([C:21]([F:22])([F:23])[F:24])=[O:25]>>[Br:1][c:2]1[cH:3][c:4]([CH2:9][CH3:10])[cH:5][cH:6][c:7]1[F:8]. Reactants: [OH-].[K+] (potassium hydroxide), [Cl-].C(CCCCCCC)(=O)C(C(CCCCCCC)=O)(C(CCCCCCC)=O)[NH3+] (tricaprylylmethylammonium chloride), S1(=O)(=O)CCCC1 (sulfolane). Product: C(=O)(OC)C=1CC(OC1C)C=C (4-carbomethoxy-5-methyl-2-vinyl-2,3-dihydrofuran). RXN SMILES: [OH-:1].[K+].[Cl-].[C:4]([C:13]([NH3+])([C:23](=[O:31])CCCCCCC)[C:14](=O)[CH2:15][CH2:16][CH2:17]CCCC)(=[O:12])[CH2:5]CCCCCC.S1(CCC[CH2:36]1)(=O)=O>>[C:23]([C:13]1[CH2:14][CH:15]([CH:16]=[CH2:17])[O:12][C:4]=1[CH3:5])([O:31][CH3:36])=[O:1] |f:0.1,2.3|. Procedure details: Following the procedure of Example XII, 4-carbomethoxy-2-ethyl-5-methyl-2,3-dihydrofuran was obtained by the reaction of 1,4-dichlorobutene-2 (500 grams) and methyl acetoacetate (500 grams). Five hundred grams potassium hydroxide and 30 grams tricaprylylmethylammonium chloride were also employed for the reaction which was carried out in sulfolane. One hundred thirty grams crude 4-carbomethoxy-5-methyl-2-vinyl-2,3-dihydrofuran obtained from the reaction was hydrogenated at 40 psig using 1 weight ...